This data is from the Open Reaction Database (ORD), a public repository of structured organic reaction records. The task is: describe an organic reaction: reactants, conditions, products, and yield The reactants are Cl.NO (hydroxylamine hydrochloride), C(OC)(OC)OC (trimethyl orthoformate), 4-(allylamino)benzaldehyde ethylene glycol acetal, [N-]=C=O.C1(=CC=CC=C1)OC(CN)=O (glycine phenyl ester isocyanate), N1=CC=CC=C1 (pyridine). Run in CO (CH3OH), C1CCOC1 (THF), C1CCOC1 (THF). Reaction conditions: time 2 hour. Product: O(C1=CC=CC=C1)C(=O)CNC(N)=O (N'-phenoxycarbonylmethylurea). As a reaction SMILES: [N-:1]=[C:2]=[O:3].[C:4]1([O:10][C:11](=[O:14])[CH2:12][NH2:13])[CH:9]=[CH:8][CH:7]=[CH:6][CH:5]=1.N1C=CC=CC=1.Cl.NO.C(OC)(OC)OC>C1COCC1.CO>[O:10]([C:11]([CH2:12][NH:13][C:2](=[O:3])[NH2:1])=[O:14])[C:4]1[CH:9]=[CH:8][CH:7]=[CH:6][CH:5]=1 |f:0.1,3.4|. Reported procedure: A solution of 0.1 mol of 4-(allylamino)benzaldehyde ethylene glycol acetal in 100 mL of anhydrous THF is added dropwise over 10 minutes to a solution of 0.1 mol of the glycine phenyl ester isocyanate and 0.35 mol pyridine in 100 mL THF at room temperature under N2. The reaction mixture is stirred at room temperature for 2 hours. After 2 hours the solvent is removed by rotary evaporator. A solution of 0.1 mmol hydroxylamine hydrochloride and 0.1 mol trimethyl orthoformate in CH3OH is added, and t... Starting materials: C(C)N(C(CN1C=C(C2=CC=CC=C12)C=O)=O)CC (N,N-diethyl-2-(3-formyl-1H-indol-1-yl)acetamide), C(C)(=O)OCC (ethyl acetate), N1CCCCC1 (piperidine), [Cl-].C1CC[N+]2=CC=CC=C12 (2,3-dihydro-1H-indolizinium chloride). Run in C(C)(C)O (isopropanol), C(C)(C)O (isopropanol). Conditions: time 24 hour. Yields the product [Cl-].C(C)N(C(CN1C=C(C2=CC=CC=C12)C=C1CC[N+]2=CC=CC=C12)=O)CC (1-({1-[2-(Diethylamino)-2-oxoethyl]-1H-indol-3-yl}methylene)-2,3-dihydro-1H-indolizinium chloride). Reaction SMILES: [CH2:1]([N:3]([CH2:18][CH3:19])[C:4](=[O:17])[CH2:5][N:6]1[C:14]2[C:9](=[CH:10][CH:11]=[CH:12][CH:13]=2)[C:8]([CH:15]=O)=[CH:7]1)[CH3:2].N1CCCCC1.[Cl-:26].[CH2:27]1[C:35]2[N+:30](=[CH:31][CH:32]=[CH:33][CH:34]=2)[CH2:29][CH2:28]1.C(OCC)(=O)C>C(O)(C)C>[Cl-:26].[CH2:1]([N:3]([CH2:18][CH3:19])[C:4](=[O:17])[CH2:5][N:6]1[C:14]2[C:9](=[CH:10][CH:11]=[CH:12][CH:13]=2)[C:8]([CH:15]=[C:27]2[C:35]3[N+:30](=[CH:31][CH:32]=[CH:33][CH:34]=3)[CH2:29][CH2:28]2)=[CH:7]1)[CH3:2] |f:2.3,6.7|. Procedure: 0.800 g of N,N-diethyl-2-(3-formyl-1H-indol-1-yl)acetamide was solubilized in 4.2 ml of isopropanol. 0.238 g of piperidine was added, followed by 0.435 g of 2,3-dihydro-1H-indolizinium chloride dissolved in 7 ml of isopropanol. The reaction mixtures were brought to 80° C. for 24 h, with stirring. 50 ml of ethyl acetate were added in order to precipitate the dye. The precipitate was filtered off, and washed with 3 times with 25 ml of ethyl acetate before being dried under vacuum until a constant ... Starting materials: C1(=CC=CC=C1)OCCBr (2-bromoethyl phenyl ether), C1(=CC=CC=C1)P(C1=CC=CC=C1)C1=CC=CC=C1 (triphenylphosphine), C1(=CC=CC=C1)O (phenol). Solvent: CCOCC (ether). Run at temperature 90 celsius, time 48 hour. The product is [Br-].O(C1=CC=CC=C1)CC[P+](C1=CC=CC=C1)(C1=CC=CC=C1)C1=CC=CC=C1 ((2-phenoxyethyl)triphenylphosphonium bromide). Reaction SMILES: [C:1]1([O:7][CH2:8][CH2:9][Br:10])[CH:6]=[CH:5][CH:4]=[CH:3][CH:2]=1.[C:11]1([P:17]([C:24]2[CH:29]=[CH:28][CH:27]=[CH:26][CH:25]=2)[C:18]2[CH:23]=[CH:22][CH:21]=[CH:20][CH:19]=2)[CH:16]=[CH:15][CH:14]=[CH:13][CH:12]=1.C1(O)C=CC=CC=1>CCOCC>[Br-:10].[O:7]([CH2:8][CH2:9][P+:17]([C:18]1[CH:19]=[CH:20][CH:21]=[CH:22][CH:23]=1)([C:24]1[CH:29]=[CH:28][CH:27]=[CH:26][CH:25]=1)[C:11]1[CH:12]=[CH:13][CH:14]=[CH:15][CH:16]=1)[C:1]1[CH:6]=[CH:5][CH:4]=[CH:3][CH:2]=1 |f:4.5|. Procedure: A mixture of 2-bromoethyl phenyl ether (20.0 g), triphenylphosphine (26.2 g) and phenol (200 g) was heated at 90° C. with stirring for 48 hours. The mixture was cooled to approximately 40° C. and added to ether (1500 ml). The ether was decanted off and the residual oil was triturated with ether until a solid was obtained. The solid was collected by filtration to give (2-phenoxyethyl)triphenylphosphonium bromide. Yield: 60.0%. Run in O1CCOCC1 (1,4-dioxane). Yields the product ClC1=CC=C(C=N1)C1=C/C(/OC1(C)C)=C/1\C(NC2=CC(=CC=C12)F)=O (3-[4-(6-chloro-pyridin-3-yl)-5,5-dimethyl-5H-furan-(2E)-ylidene]-6-fluoro-1.3-dihydro-indol-2-one). As a reaction SMILES: Br[C:2]1[C:6]([CH3:8])([CH3:7])[O:5]/[C:4](=[C:9]2/[C:10](=[O:19])[NH:11][C:12]3[C:17]/2=[CH:16][CH:15]=[C:14]([F:18])[CH:13]=3)/[CH:3]=1.[F-].[K+].[Cl:22][C:23]1[CH:28]=[CH:27][C:26](B(O)O)=[CH:25][N:24]=1>C1C=CC(P(C2C=CC=CC=2)[C-]2C=CC=C2)=CC=1.C1C=CC(P(C2C=CC=CC=2)[C-]2C=CC=C2)=CC=1.Cl[Pd]Cl.[Fe+2].O1CCOCC1>[Cl:22][C:23]1[N:24]=[CH:25][C:26]([C:2]2[C:6]([CH3:8])([CH3:7])[O:5]/[C:4](=[C:9]3/[C:10](=[O:19])[NH:11][C:12]4[C:17]/3=[CH:16][CH:15]=[C:14]([F:18])[CH:13]=4)/[CH:3]=2)=[CH:27][CH:28]=1 |f:1.2,4.5.6.7|. Reported procedure: To 240 mL of 1,4-dioxane, were added (3E)-3-(4-bromo-5,5-dimethylfuran-2(5H)-ylidene)-6-fluoro-1,3-dihydro-2H-indol-2-one (3.0 g, 9.3 mmol), [1,1′-bis(diphenylphosphino)ferrocene]dichloropalladium(II) (complex with CH2Cl2, 360 mg, 0.49 mmol), 1M KF aqueous solution (37.5 mL, 37.5 mmol). The resulting mixture was heated at 70° C. under Ar and then 2-chloro-5-pyridineboronic acid (1.57 g, 10.0 mmol) was added in several portions. The reaction was heated at 70° C. under Ar for 22 hours. LC-MS indic... The reagents and catalysts are C1=CC=C(C=C1)P([C-]2C=CC=C2)C3=CC=CC=C3.C1=CC=C(C=C1)P([C-]2C=CC=C2)C3=CC=CC=C3.Cl[Pd]Cl.[Fe+2] ([1,1′-bis(diphenylphosphino)ferrocene]dichloropalladium(II)). The reactants are BrC1=C/C(/OC1(C)C)=C/1\C(NC2=CC(=CC=C12)F)=O ((3E)-3-(4-bromo-5,5-dimethylfuran-2(5H)-ylidene)-6-fluoro-1,3-dihydro-2H-indol-2-one), [F-].[K+] (KF), ClC1=NC=C(C=C1)B(O)O (2-chloro-5-pyridineboronic acid). Reaction conditions: temperature 70 celsius. Starting materials: C(C)C1=C(C=C2C(C(=C(OC2=C1)C1=CC(=C(C(=C1)OC)OCC1=CC=CC=C1)OC)O)=O)CCCCCCCC (7-Ethyl-3-hydroxy-6-octyl-2-(4-benzyloxy-3,5-dimethoxy-phenyl)-chromen-4-one), B(Br)(Br)Br (boron tribromide), O (Water), CO (Methanol). The solvent is ClCCl (dichloromethane), ClCCl (dichloromethane). Conditions: time 21 hour. Product: C(C)C1=C(C=C2C(C(=C(OC2=C1)C1=CC(=C(C(=C1)O)O)O)O)=O)CCCCCCCC (7-Ethyl-3-hydroxy-6-octyl-2-(3,4,5-trihydroxy-phenyl)-chromen-4-one). The yield is 103.2%. Reaction SMILES: [CH2:1]([C:3]1[CH:12]=[C:11]2[C:6]([C:7](=[O:32])[C:8]([OH:31])=[C:9]([C:13]3[CH:18]=[C:17]([O:19]C)[C:16]([O:21]CC4C=CC=CC=4)=[C:15]([O:29]C)[CH:14]=3)[O:10]2)=[CH:5][C:4]=1[CH2:33][CH2:34][CH2:35][CH2:36][CH2:37][CH2:38][CH2:39][CH3:40])[CH3:2].B(Br)(Br)Br.CO.O>ClCCl>[CH2:1]([C:3]1[CH:12]=[C:11]2[C:6]([C:7](=[O:32])[C:8]([OH:31])=[C:9]([C:13]3[CH:14]=[C:15]([OH:29])[C:16]([OH:21])=[C:17]([OH:19])[CH:18]=3)[O:10]2)=[CH:5][C:4]=1[CH2:33][CH2:34][CH2:35][CH2:36][CH2:37][CH2:38][CH2:39][CH3:40])[CH3:2]. Procedure: To a stirring solution of 7-ethyl-3-hydroxy-6-octyl-2-(4-benzyloxy-3,5-dimethoxy-phenyl)-chromen-4-one 59 (0.125 g, 0.2 mmol) in dichloromethane (10 ml) under Ar at 0° C. was added boron tribromide in dichloromethane (1.0M, 1.2 ml, 1.2 mmol, 5.2 equ). The mixture was warmed to room temperature and then stirred for 21 hours. Methanol (5 ml) was then added. The reaction was heated to reflux for 2 hours, then concentrated in vacuo to give a brown solid. Water (10 ml) was added then extracted into e... The reactants are CCOC(C)=O, COC(=O)C(CCSC)NC(=O)c1ccc([N+](=O)[O-])cc1C#Cc1ccc(F)cc1. Yields the product COC(=O)C(CCSC)NC(=O)c1ccc(N)cc1C#Cc1ccc(F)cc1. As a reaction SMILES: [CH3:31][CH2:32][O:33][C:34](=[O:35])[CH3:36].[F:1][c:2]1[cH:3][cH:4][c:5]([C:8]#[C:9][c:10]2[c:11]([C:12](=[O:13])[NH:14][CH:15]([C:16](=[O:17])[O:18][CH3:19])[CH2:20][CH2:21][S:22][CH3:23])[cH:24][cH:25][c:26]([N+:28]([O-:29])=[O:30])[cH:27]2)[cH:6][cH:7]1>>[F:1][c:2]1[cH:3][cH:4][c:5]([C:8]#[C:9][c:10]2[c:11]([C:12](=[O:13])[NH:14][CH:15]([C:16](=[O:17])[O:18][CH3:19])[CH2:20][CH2:21][S:22][CH3:23])[cH:24][cH:25][c:26]([NH2:28])[cH:27]2)[cH:6][cH:7]1. Reactants: [OH-].[K+] (KOH), O1CCCC1 (tetrahydrofuran), C(C1=CC=CC=C1)OC1=CC=C(C=C1)C1C(CN(CC1)C(=O)OC(C)(C)C)OC(C1=CC=C(C=C1)[N+](=O)[O-])=O (tert-butyl 4-(4-(benzyloxy)phenyl)-3-((4-nitrobenzoyl)oxy)piperidine-1-carboxylate). The solvent is O (water), O (water). Run at time 8 hour. Yields the product C(C1=CC=CC=C1)OC1=CC=C(C=C1)[C@@H]1[C@@H](CN(CC1)C(=O)OC(C)(C)C)O ((±)-rel-(3S,4R)-tert-butyl 4-(4-(benzyloxy)phenyl)-3-hydroxypiperidine-1-carboxylate). As a reaction SMILES: [OH-].[K+].O1CCCC1.[CH2:8]([O:15][C:16]1[CH:21]=[CH:20][C:19]([CH:22]2[CH2:27][CH2:26][N:25]([C:28]([O:30][C:31]([CH3:34])([CH3:33])[CH3:32])=[O:29])[CH2:24][CH:23]2[O:35]C(=O)C2C=CC([N+]([O-])=O)=CC=2)=[CH:18][CH:17]=1)[C:9]1[CH:14]=[CH:13][CH:12]=[CH:11][CH:10]=1>O>[CH2:8]([O:15][C:16]1[CH:17]=[CH:18][C:19]([C@H:22]2[CH2:27][CH2:26][N:25]([C:28]([O:30][C:31]([CH3:33])([CH3:32])[CH3:34])=[O:29])[CH2:24][C@H:23]2[OH:35])=[CH:20][CH:21]=1)[C:9]1[CH:14]=[CH:13][CH:12]=[CH:11][CH:10]=1 |f:0.1|. Reported procedure: To a suspension of KOH (5.06 g, 90 mmol), water (60 ml) and tetrahydrofuran (200 ml) was added tert-butyl 4-(4-(benzyloxy)phenyl)-3-((4-nitrobenzoyl)oxy)piperidine-1-carboxylate (6 g, 11.3 mmol) and the reaction mixture was stirred at room temperature overnight. It was then diluted with 200 mL water and extracted twice with 200 mL ethyl acetate. The organic layer was washed with 1.5 N HCl solution and was then dried over Na2SO4, filtered, and evaporated to dryness. The crude product 4 g, (±)-rel... The reactants are ClC1=C(C=NC2=CC(=C(C=C12)OC)OC)C#N (4-chloro-6,7-dimethoxy-3-quinolinecarbonitrile), NC=1C=C(CO)C=CC1 (3-aminobenzyl alcohol), C(C)OC(C)O (ethoxyethanol). Run in N1=CC=CC=C1 (pyridine). The product is OCC=1C=C(C=CC1)NC1=C(C=NC2=CC(=C(C=C12)OC)OC)C#N (4-[(3-(hydroxymethyl)phenyl)amino]-6,7-dimethoxy-3-quinolinecarbonitrile). Yield: 86.0%. Reaction SMILES: Cl[C:2]1[C:11]2[C:6](=[CH:7][C:8]([O:14][CH3:15])=[C:9]([O:12][CH3:13])[CH:10]=2)[N:5]=[CH:4][C:3]=1[C:16]#[N:17].[NH2:18][C:19]1[CH:20]=[C:21]([CH:24]=[CH:25][CH:26]=1)[CH2:22][OH:23].C(OC(O)C)C>N1C=CC=CC=1>[OH:23][CH2:22][C:21]1[CH:20]=[C:19]([NH:18][C:2]2[C:11]3[C:6](=[CH:7][C:8]([O:14][CH3:15])=[C:9]([O:12][CH3:13])[CH:10]=3)[N:5]=[CH:4][C:3]=2[C:16]#[N:17])[CH:26]=[CH:25][CH:24]=1. Reported procedure: A mixture of 1.0 g of 4-chloro-6,7-dimethoxy-3-quinolinecarbonitrile, 0.98 g of 3-aminobenzyl alcohol, 0.32 ml of pyridine, and 12 ml of ethoxyethanol was stirred, under nitrogen, at reflux temperature for 3 h. The mixture was cooled and partitioned with dichloromethane and aqueous sodium bicarbonate. The organic layer was washed with water, dried and evaporated. The residue was washed with hot methanol to give 1.16 g of 4-[(3-(hydroxymethyl)phenyl)amino]-6,7-dimethoxy-3-quinolinecarbonitrile as... The reactants are N (ammonia), [Mg] (magnesium), COC1=C2C=C(NC2=CC=C1)C(=O)O (4-methoxy-1H-indole-2-carboxylic acid), CO (methanol), Cl (hydrochloric acid). Conditions: temperature 10 celsius, time 3 hour. Product: COC1=C2CC(NC2=CC=C1)C(=O)OC (4-methoxy-2,3-dihydro-1H-indole-2-carboxylic acid, methyl ester). Yield: 64.0%. RXN SMILES: [Mg].[CH3:2][O:3][C:4]1[CH:12]=[CH:11][CH:10]=[C:9]2[C:5]=1[CH:6]=[C:7]([C:13]([OH:15])=[O:14])[NH:8]2.Cl.N.[CH3:18]O>>[CH3:2][O:3][C:4]1[CH:12]=[CH:11][CH:10]=[C:9]2[C:5]=1[CH2:6][CH:7]([C:13]([O:15][CH3:18])=[O:14])[NH:8]2. Procedure details: 119 mg (4.90 mmol) of magnesium chips are added to a solution of 500 mg (2.44 mmol) of 4-methoxy-1H-indole-2-carboxylic acid in 10 ml of methanol. The mixture is agitated for 3 hours in a bath at 10° C. and then for 1 hour at ambient temperature. 20 ml of hydrochloric acid are added at 0° C. and agitation takes place for one hour. Then a solution of ammonia 3N is added until a pH of 10 is reached and extraction takes place 3 times by 50 ml of ethyl acetate. The organic phases are dried on magnes... The reactants are COC(CC(C)(C1=CC(=C(C=C1)O)C)C1=CC(=C(C=C1)O)C)=O (3,3-bis(4'-hydroxy-3'-methyl-phenyl) butanoic acid methyl ester), [OH-].[Na+] (sodium hydroxide), Cl (hydrochloric acid). The solvent is O (water). Product: OC1=C(C=C(C=C1)C(CC(=O)O)(C)C1=CC(=C(C=C1)O)C)C (3,3-Bis(4'-hydroxy-3'-methyl-phenyl)butanoic acid). Reaction SMILES: C[O:2][C:3](=[O:23])[CH2:4][C:5]([C:15]1[CH:20]=[CH:19][C:18]([OH:21])=[C:17]([CH3:22])[CH:16]=1)([C:7]1[CH:12]=[CH:11][C:10]([OH:13])=[C:9]([CH3:14])[CH:8]=1)[CH3:6].[OH-].[Na+].Cl>O>[OH:13][C:10]1[CH:11]=[CH:12][C:7]([C:5]([C:15]2[CH:20]=[CH:19][C:18]([OH:21])=[C:17]([CH3:22])[CH:16]=2)([CH3:6])[CH2:4][C:3]([OH:23])=[O:2])=[CH:8][C:9]=1[CH3:14] |f:1.2|. Reported procedure: A suspension of 314 g of 3,3-bis(4'-hydroxy-3'-methyl-phenyl) butanoic acid methyl ester (m.p. 162° C) and 80 g of sodium hydroxide in 1 liter of water was refluxed for 8 hours while stirring. After cooling to 40° -50° C the suspension was acidified with hydrochloric acid and the 3,3-bis(4'-hydroxy-3'-methylphenyl) butanoic acid was extracted with ether. The ether phase was washed several times with water and then the ether was removed in vacuo. The remaining residue was the white crystallized 3...